This data is from the Open Reaction Database (ORD), a public repository of structured organic reaction records. The task is: describe an organic reaction: reactants, conditions, products, and yield Starting materials: CC1=CC=C(C=C1)S(=O)(=O)OCC1OC2=CC(=CC=C2CC1)S(=O)(=O)C ([7-(methylsulfonyl)-3,4-dihydro-2H-chromen-2-yl]methyl 4-methylbenzenesulfonate), ( 6 ), ( 5 ), C(C=C)N (prop-2-en-1-amine), ( 8 ). Solvent: C(C)#N (ACN). The product is CS(=O)(=O)C1=CC=C2CCC(OC2=C1)CNCC=C (N-{[7-(METHYLSULFONYL)-3,4-DIHYDRO-2H-CHROMEN-2-YL]METHYL}PROP-2-EN-1-AMINE). RXN SMILES: CC1C=CC(S(O[CH2:12][CH:13]2[CH2:22][CH2:21][C:20]3[C:15](=[CH:16][C:17]([S:23]([CH3:26])(=[O:25])=[O:24])=[CH:18][CH:19]=3)[O:14]2)(=O)=O)=CC=1.[CH2:27]([NH2:30])[CH:28]=[CH2:29]>C(#N)C>[CH3:26][S:23]([C:17]1[CH:16]=[C:15]2[C:20]([CH2:21][CH2:22][CH:13]([CH2:12][NH:30][CH2:27][CH:28]=[CH2:29])[O:14]2)=[CH:19][CH:18]=1)(=[O:24])=[O:25]. Reported procedure: Preparation according to Example 25: [7-(methylsulfonyl)-3,4-dihydro-2H-chromen-2-yl]methyl 4-methylbenzenesulfonate (0.020 g, 0.0504 mmol), prop-2-en-1-amine (0.5 ml), ACN (3 ml). MS m/z (rel. intensity, 70 eV) 281 (M+, 6), 131 (8), 77 (6), 71 (5), 70 (bp). Starting materials: ONC(C=CC=1C=C2C=CN(C2=CC1)S(=O)(=O)C1=CC=C(C=C1)[N+](=O)[O-])=O (N-hydroxy-3-[1-(4-nitro-benzenesulfonyl)-1H-indol-5-yl]-acrylamide), [Cl-].[NH4+] (ammonium chloride). Reagents/catalysts: [Fe] (iron). Solvent: C(C)(C)O (isopropyl alcohol), O (water). Yields the product NC1=CC=C(C=C1)S(=O)(=O)N1C=CC2=CC(=CC=C12)C=CC(=O)NO (3-[1-(4-Amino-benzenesulfonyl)-1H-indol-5-yl]-N-hydroxy-acrylamide). Isolated yield 64.6%. RXN SMILES: [OH:1][NH:2][C:3](=[O:27])[CH:4]=[CH:5][C:6]1[CH:7]=[C:8]2[C:12](=[CH:13][CH:14]=1)[N:11]([S:15]([C:18]1[CH:23]=[CH:22][C:21]([N+:24]([O-])=O)=[CH:20][CH:19]=1)(=[O:17])=[O:16])[CH:10]=[CH:9]2.[Cl-].[NH4+]>C(O)(C)C.O.[Fe]>[NH2:24][C:21]1[CH:20]=[CH:19][C:18]([S:15]([N:11]2[C:12]3[C:8](=[CH:7][C:6]([CH:5]=[CH:4][C:3]([NH:2][OH:1])=[O:27])=[CH:14][CH:13]=3)[CH:9]=[CH:10]2)(=[O:17])=[O:16])=[CH:23][CH:22]=1 |f:1.2|. Procedure: Compound 7 was synthesized via the route shown in Scheme 2 in Example 3. A suspension of Compound 6 (0.10 g, 0.26 mmol), iron powder (0.05 g, 0.77 mmol) and ammonium chloride (0.03 g, 0.52 mmol) in isopropyl alcohol (5 ml) and water (1 ml) was refluxed for 4 h. After the reaction mixture was concentrated under reduced pressure, it was quenched with water and extracted with CH2Cl2. The combined organic layer was dried over anhydrous MgSO4 and concentrated under reduced pressure. The reaction mixt... Reactants: O=P(Cl)(Cl)Cl (POCl3), C(C)(=O)OC(C)=O (acetic anhydride), [Na].[Na].C(#N)C1=C(C(NC1=C(C#N)C#N)=O)O (4-cyano-5-dicyanomethylene-3-hydroxy-2-oxo-3-pyrroline disodium salt), C(C)(=O)OCCCCCCN(C1=CC=CC=C1)CC(CCCC)CC (6-((2-ethylhexyl)(phenyl)amino)hexyl acetate). Run in CN(C=O)C (dimethylformamide). Run at time 30 minute. Product: C(C)(=O)OCCCCCCN(CC(CCCC)CC)C1=CC=C(C=C1)C=1C(NC(C1C#N)=C(C#N)C#N)=O (6-((4-(4-cyano-5-(dicyanomethylene)-2-oxo-2,5-dihydro-1H-pyrrol-3-yl)phenyl)(2-ethylhexyl)amino)hexyl acetate). Isolated yield 38.8%. As a reaction SMILES: [C:1]([O:4][CH2:5][CH2:6][CH2:7][CH2:8][CH2:9][CH2:10][N:11]([CH2:18][CH:19]([CH2:24][CH3:25])[CH2:20][CH2:21][CH2:22][CH3:23])[C:12]1[CH:17]=[CH:16][CH:15]=[CH:14][CH:13]=1)(=[O:3])[CH3:2].C(OC(=O)C)(=O)C.[Na].[Na].[C:35]([C:37]1[C:41](=[C:42]([C:45]#[N:46])[C:43]#[N:44])[NH:40][C:39](=[O:47])[C:38]=1O)#[N:36].O=P(Cl)(Cl)Cl>CN(C)C=O>[C:1]([O:4][CH2:5][CH2:6][CH2:7][CH2:8][CH2:9][CH2:10][N:11]([C:12]1[CH:13]=[CH:14][C:15]([C:38]2[C:39](=[O:47])[NH:40][C:41](=[C:42]([C:45]#[N:46])[C:43]#[N:44])[C:37]=2[C:35]#[N:36])=[CH:16][CH:17]=1)[CH2:18][CH:19]([CH2:24][CH3:25])[CH2:20][CH2:21][CH2:22][CH3:23])(=[O:3])[CH3:2] |f:2.3.4,^1:32,33|. Reported procedure: In a three-neck flask, 6-((2-ethylhexyl)(phenyl)amino)hexyl acetate (7.0 g, 0.020 mol) was dissolved in dimethylformamide (100 ml), stirred, and added with acetic anhydride (2.9 g, 0.028 mol) and 4-cyano-5-dicyanomethylene-3-hydroxy-2-oxo-3-pyrroline disodium salt (5.6 g, 0.024 mol). The temperature was decreased to 0° C., after which POCl3 was slowly added thereto for 30 min, and the mixture was allowed to react at room temperature for 6 hours with stirring. A solid product was precipitated wit... The reactants are ClC1=CC=C(C=C1)S(=O)(=O)N1[C@@H](C[C@H](C1)NS(=O)(=O)C1=CC=C(C=C1)Cl)\C=C/CCCP(=O)(OCC)OCC ((2S,4R)-1-(4-chlorophenylsulfonyl)-4-(4-chlorophenylsulfonylamino)-2-[(Z)-5-diethoxyphosphoryl-1-pentenyl]pyrrolidine), Br[Si](C)(C)C (bromotrimethylsilane). Run in ClCCl (dichloromethane). Reaction conditions: time 3 hour. Product: ClC1=CC=C(C=C1)S(=O)(=O)N1[C@@H](C[C@H](C1)NS(=O)(=O)C1=CC=C(C=C1)Cl)\C=C/CCCP(=O)(O)O ((2S,4R)-1-(4-chlorophenylsulfonyl)-4-(4-chlorophenylsulfonylamino)-2-[(Z)-5-phosphono-1-pentenyl]pyrrolidine). The yield is 52.6%. As a reaction SMILES: [Cl:1][C:2]1[CH:7]=[CH:6][C:5]([S:8]([N:11]2[CH2:15][C@H:14]([NH:16][S:17]([C:20]3[CH:25]=[CH:24][C:23]([Cl:26])=[CH:22][CH:21]=3)(=[O:19])=[O:18])[CH2:13][C@H:12]2/[CH:27]=[CH:28]\[CH2:29][CH2:30][CH2:31][P:32]([O:37]CC)([O:34]CC)=[O:33])(=[O:10])=[O:9])=[CH:4][CH:3]=1.Br[Si](C)(C)C>ClCCl>[Cl:1][C:2]1[CH:3]=[CH:4][C:5]([S:8]([N:11]2[CH2:15][C@H:14]([NH:16][S:17]([C:20]3[CH:25]=[CH:24][C:23]([Cl:26])=[CH:22][CH:21]=3)(=[O:19])=[O:18])[CH2:13][C@H:12]2/[CH:27]=[CH:28]\[CH2:29][CH2:30][CH2:31][P:32]([OH:37])([OH:34])=[O:33])(=[O:10])=[O:9])=[CH:6][CH:7]=1. Reported procedure: To a solution of (2S,4R)-1-(4-chlorophenylsulfonyl)-4-(4-chlorophenylsulfonylamino)-2-[(Z)-5-diethoxyphosphoryl-1-pentenyl]pyrrolidine (146 mg) in dichloromethane (5.0 ml) was added bromotrimethylsilane (0.1 ml) and the mixture was stirred at room temperature for 3 hours. After the mixture was evaporated to dryness, the residue was dissolved in acetone (5 ml), and water (20 μl) was added thereto. The mixture was stirred at room temperature for 1 hour and the solvent was evaporated in vacuo. The ... The reactants are FC(C=1C=C(CBr)C=CC1)(F)F (3-Trifluoromethylbenzyl bromide), C(=O)([O-])[O-].[K+].[K+] (K2CO3), C(C)(C)(C)OC(CN1C(=NC2=C1C=CC(=C2)NS(=O)(=O)C2=CC=C(C=C2)F)CCC)=O ([5-(4-fluoro-benzenesulfonylamino)-2-propyl-benzoimidazol-1-yl]-acetic acid tert-butyl ester). The solvent is CC#N (CH3CN), CCOC(=O)C (EtOAc), O (H2O). Run at temperature 80 celsius, time 8 hour. The product is C(C)(C)(C)OC(CN1C(=NC2=C1C=CC(=C2)N(CC2=CC(=CC=C2)C(F)(F)F)S(=O)(=O)C2=CC=C(C=C2)F)CCC)=O ({5-[(4-Fluoro-benzenesulfonyl)-(3-trifluoromethyl-benzyl)-amino]-2-propyl-benzoimidazol-1-yl}-acetic acid tert-butyl ester). RXN SMILES: [F:1][C:2]([F:12])([F:11])[C:3]1[CH:4]=[C:5]([CH:8]=[CH:9][CH:10]=1)[CH2:6]Br.C([O-])([O-])=O.[K+].[K+].[C:19]([O:23][C:24](=[O:49])[CH2:25][N:26]1[C:30]2[CH:31]=[CH:32][C:33]([NH:35][S:36]([C:39]3[CH:44]=[CH:43][C:42]([F:45])=[CH:41][CH:40]=3)(=[O:38])=[O:37])=[CH:34][C:29]=2[N:28]=[C:27]1[CH2:46][CH2:47][CH3:48])([CH3:22])([CH3:21])[CH3:20]>CC#N.CCOC(C)=O.O>[C:19]([O:23][C:24](=[O:49])[CH2:25][N:26]1[C:30]2[CH:31]=[CH:32][C:33]([N:35]([S:36]([C:39]3[CH:40]=[CH:41][C:42]([F:45])=[CH:43][CH:44]=3)(=[O:37])=[O:38])[CH2:6][C:5]3[CH:8]=[CH:9][CH:10]=[C:3]([C:2]([F:12])([F:11])[F:1])[CH:4]=3)=[CH:34][C:29]=2[N:28]=[C:27]1[CH2:46][CH2:47][CH3:48])([CH3:22])([CH3:21])[CH3:20] |f:1.2.3|. Procedure details: 3-Trifluoromethylbenzyl bromide (0.27 mmol) and K2CO3 (63 mg, 0.45 mmol) were added to a solution of [5-(4-fluoro-benzenesulfonylamino)-2-propyl-benzoimidazol-1-yl]-acetic acid tert-butyl ester (40 mg, 0.09 mmol) in CH3CN (1 mL), and stirred overnight at 80° C. The reaction mixture was diluted with EtOAc and H2O, and then filtered through an Extrelut column. The column was washed with EtOAc, and the filtrate was concentrated. The crude product was carried onto the next reaction without any furth...